From a dataset of the Open Reaction Database (ORD), a public repository of structured organic reaction records. describe an organic reaction: reactants, conditions, products, and yield Starting materials: C1CCOC1, O=C1COc2ccc(C=CCCCN3CCN(c4cccc5c4CCCC5)CC3)nc2N1. The product is O=C1COc2ccc(CCCCCN3CCN(c4cccc5c4CCCC5)CC3)nc2N1. As a reaction SMILES: [CH2:33]1[O:34][CH2:35][CH2:36][CH2:37]1.[c:1]1([N:11]2[CH2:12][CH2:13][N:14]([CH2:17][CH2:18][CH2:19][CH:20]=[CH:21][c:22]3[cH:23][cH:24][c:25]4[c:30]([n:31]3)[NH:29][C:28](=[O:32])[CH2:27][O:26]4)[CH2:15][CH2:16]2)[cH:2][cH:3][cH:4][c:5]2[c:10]1[CH2:9][CH2:8][CH2:7][CH2:6]2>>[c:1]1([N:11]2[CH2:12][CH2:13][N:14]([CH2:17][CH2:18][CH2:19][CH2:20][CH2:21][c:22]3[cH:23][cH:24][c:25]4[c:30]([n:31]3)[NH:29][C:28](=[O:32])[CH2:27][O:26]4)[CH2:15][CH2:16]2)[cH:2][cH:3][cH:4][c:5]2[c:10]1[CH2:9][CH2:8][CH2:7][CH2:6]2. Reactants: CNC, C[Al](C)C, ClCCl, CCOC(=O)c1nc2c(C#N)c(C)c(-c3cccc(Cl)c3)c(F)c2o1, Cl, Cl. Product: Cc1c(-c2cccc(Cl)c2)c(F)c2oc(C(=O)N(C)C)nc2c1C#N. RXN SMILES: [CH3:2][NH:3][CH3:4].[CH3:5][Al:6]([CH3:7])[CH3:8].[Cl:35][CH2:36][Cl:37].[Cl:9][c:10]1[cH:11][c:12](-[c:16]2[c:17]([F:33])[c:18]3[c:19]([n:20][c:21]([C:23]([O:25][CH2:24][CH3:26])=[O:27])[o:22]3)[c:28]([C:31]#[N:32])[c:29]2[CH3:30])[cH:13][cH:14][cH:15]1.[ClH:1].[ClH:34]>>[CH3:2][N:3]([CH3:4])[C:23]([c:21]1[n:20][c:19]2[c:18]([c:17]([F:33])[c:16](-[c:12]3[cH:11][c:10]([Cl:9])[cH:15][cH:14][cH:13]3)[c:29]([CH3:30])[c:28]2[C:31]#[N:32])[o:22]1)=[O:25].